This data is from the Open Reaction Database (ORD), a public repository of structured organic reaction records. The task is: describe an organic reaction: reactants, conditions, products, and yield Reactants: C(C)(C)(C)NC(=O)C1=CN(C2=NC=C(N=C21)N2N=CC1=CC=C(C=C21)Cl)COCC[Si](C)(C)C (N-tert-butyl-2-(6-chloro-1H-indazol-1-yl)-5-((2-(trimethylsilyl)ethoxy)methyl)-5H-pyrrolo[2,3-b]pyrazine-7-carboxamide), FC(C(=O)O)(F)F (trifluoroacetic acid). The solvent is ClCCl (dichloromethane). Reaction conditions: time 15 hour. Product: C(C)(C)(C)NC(=O)C1=CNC2=NC=C(N=C21)N2N=CC1=CC=C(C=C21)Cl (2-(6-chloro-indazol-1-yl)-5H-pyrrolo[2,3-b]pyrazine-7-carboxylic acid tert-butylamide). Yield: 56.9%. RXN SMILES: [C:1]([NH:5][C:6]([C:8]1[C:16]2[C:11](=[N:12][CH:13]=[C:14]([N:17]3[C:25]4[C:20](=[CH:21][CH:22]=[C:23]([Cl:26])[CH:24]=4)[CH:19]=[N:18]3)[N:15]=2)[N:10](COCC[Si](C)(C)C)[CH:9]=1)=[O:7])([CH3:4])([CH3:3])[CH3:2].FC(F)(F)C(O)=O>ClCCl>[C:1]([NH:5][C:6]([C:8]1[C:16]2[C:11](=[N:12][CH:13]=[C:14]([N:17]3[C:25]4[C:20](=[CH:21][CH:22]=[C:23]([Cl:26])[CH:24]=4)[CH:19]=[N:18]3)[N:15]=2)[NH:10][CH:9]=1)=[O:7])([CH3:4])([CH3:2])[CH3:3]. Procedure details: To a stirred solution of N-tert-butyl-2-(6-chloro-1H-indazol-1-yl)-5-((2-(trimethylsilyl)ethoxy)methyl)-5H-pyrrolo[2,3-b]pyrazine-7-carboxamide (120 mg, 240 μmol) in dichloromethane (3 mL) was added trifluoroacetic acid (1 mL). After 15 h, the mixture was concentrated in vacuo then 25 mL of a Jan. 10, 1960 mixture of ammonium hydroxide/methanol/dichloromethane added. After 1 h the mixture was concentrated in vacuo. Purification by chromatography (silica, 24 g Analogix column, 0 to 5% of a soluti...